describe an organic reaction: reactants, conditions, products, and yield From a dataset of the Open Reaction Database (ORD), a public repository of structured organic reaction records. The reactants are C(O)([O-])=O.[Na+] (sodium hydrogen carbonate), C(C1=CC=CC=C1)O[C@@H]1C[C@H](N(C1)C(=O)OC(C)(C)C)C(=O)O ((4R)-4-(benzyloxy)-1-(tert-butoxycarbonyl)-L-proline), Cl.CN(O)C (dimethylhydroxylamine hydrochloride), C(C)(C)N(CC)C(C)C (diisopropylethylamine), Cl.CN(CCCN=C=NCC)C (N-(3-dimethylaminopropyl)-N′-ethylcarbodiimide hydrochloride), O.ON1N=NC2=C1C=CC=C2 (1-hydroxybenzotriazole hydrate). Run in O (water), ClCCl (dichloromethane). Run at time 16 hour. Yields the product C(C1=CC=CC=C1)O[C@@H]1C[C@H](N(C1)C(=O)OC(C)(C)C)C(=O)COC (Tert-butyl (2S,4R)-4-(benzyloxy)-2-[methoxy(methyl)carbonyl]pyrrolidine-1-carboxylate). The yield is 98.0%. Reaction SMILES: [CH2:1]([O:8][C@H:9]1[CH2:13][N:12]([C:14]([O:16][C:17]([CH3:20])([CH3:19])[CH3:18])=[O:15])[C@H:11]([C:21]([OH:23])=O)[CH2:10]1)[C:2]1[CH:7]=[CH:6][CH:5]=[CH:4][CH:3]=1.Cl.CN(C)O.C(N(C(C)C)CC)(C)C.Cl.CN(C)CCCN=C=NCC.O.ON1C2C=CC=C[C:55]=2N=N1.[C:61](=[O:64])([O-])O.[Na+]>ClCCl.O>[CH2:1]([O:8][C@H:9]1[CH2:13][N:12]([C:14]([O:16][C:17]([CH3:19])([CH3:20])[CH3:18])=[O:15])[C@H:11]([C:21]([CH2:55][O:64][CH3:61])=[O:23])[CH2:10]1)[C:2]1[CH:7]=[CH:6][CH:5]=[CH:4][CH:3]=1 |f:1.2,4.5,6.7,8.9|. Procedure: A solution of (4R)-4-(benzyloxy)-1-(tert-butoxycarbonyl)-L-proline (6.43 g, 20.0 mmol), dimethylhydroxylamine hydrochloride (2.34 g, 24.0 mmol), and diisopropylethylamine (4.18 mL, 24.0 mmol) in dichloromethane (65 mL) was added with N-(3-dimethylaminopropyl)-N′-ethylcarbodiimide hydrochloride (4.60 g, 24.0 mmol) and 1-hydroxybenzotriazole hydrate (3.68 g, 24.0 mmol) under ice cooling and stirred at room temperature for 16 hours. The reaction solution was added with saturated aqueous sodium hydr... The reactants are Cc1nc2ccccc2n1-c1nc(N2CCOCC2)c2nc(CBr)n(C)c2n1, CN1CCCCC1CN. Yields the product Cc1nc2ccccc2n1-c1nc(N2CCOCC2)c2nc(CNCC3CCCCN3C)n(C)c2n1. As a reaction SMILES: [Br:1][CH2:2][c:3]1[n:4]([CH3:28])[c:5]2[n:6][c:7](-[n:18]3[c:19]([CH3:27])[n:20][c:21]4[c:22]3[cH:23][cH:24][cH:25][cH:26]4)[n:8][c:9]([N:12]3[CH2:13][CH2:14][O:15][CH2:16][CH2:17]3)[c:10]2[n:11]1.[CH3:29][N:30]1[CH:31]([CH2:36][NH2:37])[CH2:32][CH2:33][CH2:34][CH2:35]1>>[CH2:2]([c:3]1[n:4]([CH3:28])[c:5]2[n:6][c:7](-[n:18]3[c:19]([CH3:27])[n:20][c:21]4[c:22]3[cH:23][cH:24][cH:25][cH:26]4)[n:8][c:9]([N:12]3[CH2:13][CH2:14][O:15][CH2:16][CH2:17]3)[c:10]2[n:11]1)[NH:37][CH2:36][CH:31]1[N:30]([CH3:29])[CH2:35][CH2:34][CH2:33][CH2:32]1. Reported procedure: 6-[4-(1,1-Dioxidotetrahydrothien-3-yl)piperazin-1-yl]pyrimidin-4-amine 39-2 (0.30 g, 1.01 mmol), sodium hydride (0.081 g, 2.02 mmol) and 2-chloro-1,3-thiazole-5-carbonitrile 2-2 (0.14 g, 1.01 mmol) were treated as in Scheme 4 above. The product was purified on a C18 column. Hi-Res MS: calc: 406.1114 found: 406.1105. 1H-NMR: 8.46(s, 1H); 8.01(s, 1H); 6.24(s, 1H); 3.86(br s, 6H); 3.59(m, 1H); 3.39(m, 1H); 3.27(m, 1H); 3.17(complex, 4H); 2.70(m, 1H); 2.29(m, 1H). Yields the product O=S1(CC(CC1)N1CCN(CC1)C1=CC(=NC=N1)NC=1SC(=CN1)C#N)=O ((+/−)-2-({6-[4-(1,1-Dioxidotetrahydrothien-3-yl)piperazin-1-yl]pyrimidin-4-yl}amino)-1,3-thiazole-5-carbonitrile). The reactants are O=S1(CC(CC1)N1CCN(CC1)C1=CC(=NC=N1)N)=O (6-[4-(1,1-Dioxidotetrahydrothien-3-yl)piperazin-1-yl]pyrimidin-4-amine), [H-].[Na+] (sodium hydride), ClC=1SC(=CN1)C#N (2-chloro-1,3-thiazole-5-carbonitrile). RXN SMILES: [O:1]=[S:2]1(=[O:20])[CH2:6][CH2:5][CH:4]([N:7]2[CH2:12][CH2:11][N:10]([C:13]3[N:18]=[CH:17][N:16]=[C:15]([NH2:19])[CH:14]=3)[CH2:9][CH2:8]2)[CH2:3]1.[H-].[Na+].Cl[C:24]1[S:25][C:26]([C:29]#[N:30])=[CH:27][N:28]=1>>[O:20]=[S:2]1(=[O:1])[CH2:6][CH2:5][CH:4]([N:7]2[CH2:8][CH2:9][N:10]([C:13]3[N:18]=[CH:17][N:16]=[C:15]([NH:19][C:24]4[S:25][C:26]([C:29]#[N:30])=[CH:27][N:28]=4)[CH:14]=3)[CH2:11][CH2:12]2)[CH2:3]1 |f:1.2|. The reactants are N1CCC(CC1)NC(C(C1=CC=CC=C1)(O)C1CCCC1)=O (N-(piperidin-4-yl)-2-cyclopentyl-2-hydroxy-2-phenylacetamide), C1(CCCCCC1)C=O (cycloheptanecarbaldehyde), C([O-])(O)=O.[Na+] (sodium bicarbonate), C(C)(=O)O[BH-](OC(C)=O)OC(C)=O.[Na+] (sodium triacetoxyborohydride). Solvent: O1CCCC1 (tetrahydrofuran), C(C)(=O)O (acetic acid). Reaction conditions: time 17 hour. Product: C1(CCCCCC1)CN1CCC(CC1)NC(C(C1=CC=CC=C1)(O)C1CCCC1)=O (N-[1-(Cycloheptylmethyl)piperidin-4-yl]-2-cyclopentyl-2-hydroxy-2-phenylacetamide). As a reaction SMILES: [NH:1]1[CH2:6][CH2:5][CH:4]([NH:7][C:8](=[O:22])[C:9]([CH:17]2[CH2:21][CH2:20][CH2:19][CH2:18]2)([OH:16])[C:10]2[CH:15]=[CH:14][CH:13]=[CH:12][CH:11]=2)[CH2:3][CH2:2]1.[CH:23]1([CH:30]=O)[CH2:29][CH2:28][CH2:27][CH2:26][CH2:25][CH2:24]1.C(O[BH-](OC(=O)C)OC(=O)C)(=O)C.[Na+].C(=O)(O)[O-].[Na+]>O1CCCC1.C(O)(=O)C>[CH:23]1([CH2:30][N:1]2[CH2:2][CH2:3][CH:4]([NH:7][C:8](=[O:22])[C:9]([CH:17]3[CH2:18][CH2:19][CH2:20][CH2:21]3)([OH:16])[C:10]3[CH:11]=[CH:12][CH:13]=[CH:14][CH:15]=3)[CH2:5][CH2:6]2)[CH2:29][CH2:28][CH2:27][CH2:26][CH2:25][CH2:24]1 |f:2.3,4.5|. Procedure: 34 mg of N-(piperidin-4-yl)-2-cyclopentyl-2-hydroxy-2-phenylacetamide obtained in Step 2 of Example 27, 50 mg of cycloheptanecarbaldehyde and 10 mg of acetic acid were dissolved in tetrahydrofuran. 70 mg of sodium triacetoxyborohydride was added thereto and the resulting mixture was stirred for 17 hours. After the addition of a saturated aqueous solution of sodium bicarbonate, the reaction mixture was extracted with chloroform. The organic layer was washed with a saturated aqueous solution of so... Yields the product CNC(=S)Nc1ccc2[nH]c3c(c2c1)CC(N(C)C)CC3. As a reaction SMILES: [CH3:18][N:19]=[C:20]=[S:21].[Cl:22][CH2:23][Cl:24].[NH2:1][c:2]1[cH:3][c:4]2[c:5]3[c:10]([nH:11][c:12]2[cH:13][cH:14]1)[CH2:9][CH2:8][CH:7]([N:15]([CH3:16])[CH3:17])[CH2:6]3>>[NH:1]([c:2]1[cH:3][c:4]2[c:5]3[c:10]([nH:11][c:12]2[cH:13][cH:14]1)[CH2:9][CH2:8][CH:7]([N:15]([CH3:16])[CH3:17])[CH2:6]3)[C:20]([NH:19][CH3:18])=[S:21]. Starting materials: CN=C=S, ClCCl, CN(C)C1CCc2[nH]c3ccc(N)cc3c2C1. The reactants are C(C)(C)(C)OC(=O)N[C@@H](CC1CCN(CC1)C(=O)OC(C)(C)C)C(NC=1C=NC2=CC=CC=C2C1)=O (tert-butyl 4-[(2S)-2-{[(tert-butoxy)carbonyl]amino}-2-[(quinolin-3-yl)carbamoyl]ethyl]piperidine-1-carboxylate), Cl.CCOC(=O)C (HCl EtOAc). Product: N[C@H](C(=O)NC=1C=NC2=CC=CC=C2C1)CC1CCNCC1 ((2S)-2-amino-3-(piperidin-4-yl)-N-(quinolin-3-yl)propanamide), hydrochloride salt. As a reaction SMILES: C(OC([NH:8][C@H:9]([C:24](=[O:36])[NH:25][C:26]1[CH:27]=[N:28][C:29]2[C:34]([CH:35]=1)=[CH:33][CH:32]=[CH:31][CH:30]=2)[CH2:10][CH:11]1[CH2:16][CH2:15][N:14](C(OC(C)(C)C)=O)[CH2:13][CH2:12]1)=O)(C)(C)C.Cl.CCOC(C)=O>>[NH2:8][C@@H:9]([CH2:10][CH:11]1[CH2:16][CH2:15][NH:14][CH2:13][CH2:12]1)[C:24]([NH:25][C:26]1[CH:27]=[N:28][C:29]2[C:34]([CH:35]=1)=[CH:33][CH:32]=[CH:31][CH:30]=2)=[O:36] |f:1.2|. Reported procedure: To a solution of tert-butyl 4-[(2S)-2-{[(tert-butoxy)carbonyl]amino}-2-[(quinolin-3-yl)carbamoyl]ethyl]piperidine-1-carboxylate (425 mg, 0.85 mmol) was added HCl/EtOAc (5 M solution, 6 mL) at r.t. overnight. The precipitate was filtered, washed with ethyl acetate, diethyl ether and dried to give crude (2S)-2-amino-3-(piperidin-4-yl)-N-(quinolin-3-yl)propanamide LXXVI as the hydrochloride salt (351 mg). ESIMS found for C17H22N4O m/z 299 (M+H). Starting materials: CCOC(C)=O, CC(=O)Nc1ccc(NCC2CC2)c([N+](=O)[O-])c1. The product is CC(=O)Nc1ccc(NCC2CC2)c(N)c1. Reaction SMILES: [CH3:19][CH2:20][O:21][C:22](=[O:23])[CH3:24].[CH:1]1([CH2:4][NH:5][c:6]2[c:7]([N+:16]([O-:17])=[O:18])[cH:8][c:9]([NH:12][C:13]([CH3:14])=[O:15])[cH:10][cH:11]2)[CH2:2][CH2:3]1>>[CH:1]1([CH2:4][NH:5][c:6]2[c:7]([NH2:16])[cH:8][c:9]([NH:12][C:13]([CH3:14])=[O:15])[cH:10][cH:11]2)[CH2:2][CH2:3]1.